describe an organic reaction: reactants, conditions, products, and yield From a dataset of the Open Reaction Database (ORD), a public repository of structured organic reaction records. Reactants: BrC1=C(C(=CC(=C1)Cl)F)O (2-bromo-4-chloro-6-fluorophenol), C(=O)([O-])[O-].[Na+].[Na+] (Na2CO3), CC(=O)C (acetone), CC(=O)C (acetone). Conditions: time 1 hour. Yields the product BrC1=C(C(=CC(=C1)Cl)F)OCC (1-bromo-5-chloro-2-ethoxy-3-fluorobenzene). Yield: 90.0%. As a reaction SMILES: [Br:1][C:2]1[CH:7]=[C:6]([Cl:8])[CH:5]=[C:4]([F:9])[C:3]=1[OH:10].C([O-])([O-])=O.[Na+].[Na+].[CH3:17][C:18](C)=O>>[Br:1][C:2]1[CH:7]=[C:6]([Cl:8])[CH:5]=[C:4]([F:9])[C:3]=1[O:10][CH2:17][CH3:18] |f:1.2.3|. Procedure: To a mixture of 30-2 (48.1 g, 214 mmol) and Na2CO3 (34 g, 321 mmol) in acetone (300 mL) was added a solution of Et2SO4 (39.6 g, 257 mmol) in acetone (100 mL) dropwise over 20 minutes and then the mixture was stirred at room temperature for one hour. The solid was filtered off and the filtrate was concentrated under vacuum to afford 30-3 (48.6 g, 90%) as a white solid. LRMS: calc 251.9 and found: 252.9 [M+1]. Starting materials: Cl.ClC1=CC=C2C(=CN=NC2=C1)NC1=CC=C(C=C1)S(=O)(=O)Cl (4-(7-chloro-4-cinnolinylamino)benzenesulphonylchloride hydrochloride), NC1CN(CCC1)CC (3-Amino-1-ethylpiperidine), C([O-])([O-])=O.[Na+].[Na+] (sodium carbonate). The solvent is C(Cl)(Cl)Cl (chloroform), O (water). Reaction conditions: temperature 3 celsius, time 45 minute. The product is ClC1=CC=C2C(=CN=NC2=C1)NC1=CC=C(C=C1)S(=O)(=O)NC1CN(CCC1)CC (4-[7-Chloro-4-cinnolinylamino]-N-(1-ethyl-3-piperidyl) benzenesulphonamide). As a reaction SMILES: [NH2:1][CH:2]1[CH2:7][CH2:6][CH2:5][N:4]([CH2:8][CH3:9])[CH2:3]1.C(=O)([O-])[O-].[Na+].[Na+].Cl.[Cl:17][C:18]1[CH:27]=[C:26]2[C:21]([C:22]([NH:28][C:29]3[CH:34]=[CH:33][C:32]([S:35](Cl)(=[O:37])=[O:36])=[CH:31][CH:30]=3)=[CH:23][N:24]=[N:25]2)=[CH:20][CH:19]=1>C(Cl)(Cl)Cl.O>[Cl:17][C:18]1[CH:27]=[C:26]2[C:21]([C:22]([NH:28][C:29]3[CH:30]=[CH:31][C:32]([S:35]([NH:1][CH:2]4[CH2:7][CH2:6][CH2:5][N:4]([CH2:8][CH3:9])[CH2:3]4)(=[O:36])=[O:37])=[CH:33][CH:34]=3)=[CH:23][N:24]=[N:25]2)=[CH:20][CH:19]=1 |f:1.2.3,4.5|. Procedure: 3-Amino-1-ethylpiperidine (0.4 ml) in chloroform (15 ml) was treated with anhydrous sodium carbonate (2.94 g) in water (15 ml) and cooled to 3° C. The mixture was vigorously stirred and treated with 4-(7-chloro-4-cinnolinylamino)benzenesulphonylchloride hydrochloride (1.0 g). The dark orange mixture was stirred at 3° C. for 15 minutes, then at room temperature for 45 minutes. During this period the colour lightened considerably. The chloroform layer was separated and dried over magnesium sulphat... Starting materials: BrCBr, Cc1cccc(O)c1O, O. The product is Cc1cccc2c1OCO2. As a reaction SMILES: [Br:1][CH2:2][Br:3].[CH3:4][c:5]1[cH:6][cH:7][cH:8][c:9]([OH:10])[c:11]1[OH:12].[OH2:13]>>[CH2:2]1[O:10][c:9]2[cH:8][cH:7][cH:6][c:5]([CH3:4])[c:11]2[O:12]1. The reactants are COC=1C=C2C3CCCCC3CC(C2=CC1)=O (6-methoxy-2,3,4,4a,10,10a-hexahydro-1H-phenanthren-9-one), BrC1=CC=C(C=C1)OC (4-bromoanisole), C(C)(C)(C)P (t-butyl phosphine), CC(C)([O-])C.[Na+] (sodium t-butoxide). Reagents/catalysts: C(C)(=O)[O-].[Pd+2].C(C)(=O)[O-] (palladium acetate). Run in O1CCCC1 (tetrahydrofuran). Conditions: time 18 hour. Product: COC=1C=C2C3CCCCC3C(C(C2=CC1)=O)C1=CC=C(C=C1)OC (6-Methoxy-10-(4-methoxy-phenyl)-2,3,4,4a,10,10a-hexahydro-1H-phenanthren-9-one). Isolated yield 53.9%. Reaction SMILES: [CH3:1][O:2][C:3]1[CH:4]=[C:5]2[C:14](=[CH:15][CH:16]=1)[C:13](=[O:17])[CH2:12][CH:11]1[CH:6]2[CH2:7][CH2:8][CH2:9][CH2:10]1.Br[C:19]1[CH:24]=[CH:23][C:22]([O:25][CH3:26])=[CH:21][CH:20]=1.C(P)(C)(C)C.CC(C)([O-])C.[Na+]>C([O-])(=O)C.[Pd+2].C([O-])(=O)C.O1CCCC1>[CH3:1][O:2][C:3]1[CH:4]=[C:5]2[C:14](=[CH:15][CH:16]=1)[C:13](=[O:17])[CH:12]([C:19]1[CH:24]=[CH:23][C:22]([O:25][CH3:26])=[CH:21][CH:20]=1)[CH:11]1[CH:6]2[CH2:7][CH2:8][CH2:9][CH2:10]1 |f:3.4,5.6.7|. Reported procedure: Combine 6-methoxy-2,3,4,4a,10,10a-hexahydro-1H-phenanthren-9-one (1.0 g, 4.3 mmol), 4-bromoanisole (0.81 g, 4.3 mmol), palladium acetate (49.0 mg, 0.218 mmol), t-butyl phosphine (0.133 g, 0.658 mmol), sodium t-butoxide (0.457 g, 4.7 mmol), tetrahydrofuran (38.0 mL), and stir under nitrogen atmosphere at 80° C. in a glass bomb. After 18 hours, quench reaction with acetic acid (5 mL) in a glove box and extract with ethyl acetate. Wash the ethyl acetate with sodium bicarbonate solution and then bri...